Dataset: the Open Reaction Database (ORD), a public repository of structured organic reaction records. Task: describe an organic reaction: reactants, conditions, products, and yield The reactants are CO, CC(=O)N(Cc1cc(C(=O)N(C)Cc2cc3ccccc3n2C)ccc1[N+](=O)[O-])c1ccccc1. Yields the product CC(=O)N(Cc1cc(C(=O)N(C)Cc2cc3ccccc3n2C)ccc1N)c1ccccc1. As a reaction SMILES: [CH3:36][OH:37].[N+:1]([O-:2])(=[O:3])[c:4]1[c:5]([CH2:25][N:26]([C:27]([CH3:28])=[O:29])[c:30]2[cH:31][cH:32][cH:33][cH:34][cH:35]2)[cH:6][c:7]([C:10]([N:11]([CH2:12][c:13]2[n:14]([CH3:22])[c:15]3[cH:16][cH:17][cH:18][cH:19][c:20]3[cH:21]2)[CH3:23])=[O:24])[cH:8][cH:9]1>>[NH2:1][c:4]1[c:5]([CH2:25][N:26]([C:27]([CH3:28])=[O:29])[c:30]2[cH:31][cH:32][cH:33][cH:34][cH:35]2)[cH:6][c:7]([C:10]([N:11]([CH2:12][c:13]2[n:14]([CH3:22])[c:15]3[cH:16][cH:17][cH:18][cH:19][c:20]3[cH:21]2)[CH3:23])=[O:24])[cH:8][cH:9]1. As a reaction SMILES: [CH3:24][CH:25]1[NH:26][CH2:27][CH2:28][CH2:29]1.[CH3:30][N:31]1[CH2:32][CH2:33][CH2:34][C:35]1=[O:36].[CH3:37][S:38]([CH3:39])=[O:40].[CH3:41][OH:42].[Cl:1][c:2]1[cH:3][c:4]([NH:11][C:12]([c:13]2[cH:14][cH:15][c:16]([C:19]([CH3:20])([CH3:21])[OH:22])[cH:17][cH:18]2)=[O:23])[n:5][c:6]2[n:7]1[n:8][cH:9][cH:10]2>>[c:2]1([N:26]2[CH:25]([CH3:24])[CH2:29][CH2:28][CH2:27]2)[cH:3][c:4]([NH:11][C:12]([c:13]2[cH:14][cH:15][c:16]([C:19]([CH3:20])([CH3:21])[OH:22])[cH:17][cH:18]2)=[O:23])[n:5][c:6]2[n:7]1[n:8][cH:9][cH:10]2. Reactants: CC1CCCN1, CN1CCCC1=O, CS(C)=O, CO, CC(C)(O)c1ccc(C(=O)Nc2cc(Cl)n3nccc3n2)cc1. The product is CC1CCCN1c1cc(NC(=O)c2ccc(C(C)(C)O)cc2)nc2ccnn12. Starting materials: OC1=C(C(=CC=C1)O)C(C)=O ((2′,6′-dihydroxy)acetophenone), C(C1=CC=CC=C1)Br (benzyl bromide), C([O-])([O-])=O.[K+].[K+] (potassium carbonate), [I-].[Na+] (sodium iodide). Solvent: CC(=O)C (acetone). Product: C(C1=CC=CC=C1)OC1=C(C(=CC=C1)OCC1=CC=CC=C1)C(C)=O (1-[2,6-bis(benzyloxy)phenyl]ethanone). Yield: 91.4%. RXN SMILES: [OH:1][C:2]1[CH:7]=[CH:6][CH:5]=[C:4]([OH:8])[C:3]=1[C:9](=[O:11])[CH3:10].[CH2:12](Br)[C:13]1[CH:18]=[CH:17][CH:16]=[CH:15][CH:14]=1.C(=O)([O-])[O-].[K+].[K+].[I-].[Na+]>CC(C)=O>[CH2:12]([O:1][C:2]1[CH:7]=[CH:6][CH:5]=[C:4]([O:8][CH2:9][C:3]2[CH:4]=[CH:5][CH:6]=[CH:7][CH:2]=2)[C:3]=1[C:9](=[O:11])[CH3:10])[C:13]1[CH:18]=[CH:17][CH:16]=[CH:15][CH:14]=1 |f:2.3.4,5.6|. Procedure details: A suspension of (2′,6′-dihydroxy)acetophenone (25.0 g, 164 mmol), benzyl bromide (40 mL, 337 mmol), potassium carbonate (136 g, 986 mmol) and sodium iodide (2.5 g, 16 mmol) in acetone (500 mL) was stirred at reflux overnight. The mixture was concentrated under reduced pressure, and diluted with ethyl acetate (500 mL) and water (250 mL). The separated aqueous phase was extracted with ethyl acetate (200 mL×2). The combined organic phase was washed with brine (100 mL), dried over Na2SO4, filtered a... Starting materials: COC1=CC2=C(N(C([C@H]3N(C2=O)C=C(C3)/C=C/CNC([C@H](C)NC([C@H](C(C)C)NC(OCC3C2=CC=CC=C2C=2C=CC=CC32)=O)=O)=O)=O)COCC[Si](C)(C)C)C=C1OCCCOC=1C(=CC3=C(N(C([C@H]2N(C3=O)C=C(C2)\C=C\C)=O)COCC[Si](C)(C)C)C1)OC ((9H-fluoren-9-yl)methyl(S)-1-((S)-1-((E)-3-((S)-7-methoxy-8-(3-((S)-7-methoxy-5,11-dioxo-2-((E)-prop-1-enyl)-10-((2-(trimethylsilyl)ethoxy)methyl)-5,10,11,11a-tetrahydro-1H-benzo[e]pyrrolo[1,2-a][1,4]diazepin-8-yloxy)propoxy)-5,11-dioxo-10-((2-(trimethylsilyl)ethoxy)methyl)-5,10,11,11a-tetrahydro-1H-benzo[e]pyrrolo[1,2-a][1,4]diazepin-2-yl)allylamino)-1-oxopropan-2-ylamino)-3-methyl-1-oxobutan-2-ylcarbamate), [Li+].[B-](CC)(CC)CC (Super hydride). The solvent is O (water), CO (MeOH), C1CCOC1 (THF), O (water). Run at temperature -78 celsius, time 10 minute. Yields the product COC1=CC2=C(N=C[C@H]3N(C2=O)C=C(C3)/C=C/CNC([C@H](C)NC([C@H](C(C)C)NC(OCC3C2=CC=CC=C2C=2C=CC=CC32)=O)=O)=O)C=C1OCCCOC=1C(=CC3=C(N=C[C@H]2N(C3=O)C=C(C2)\C=C\C)C1)OC ((9H-fluoren-9-yl)methyl(S)-1-((S)-1-((E)-3-((S)-7-methoxy-8-(3-((S)-7-methoxy-5-oxo-2-((E)-prop-1-enyl)-5,11a-dihydro-1H-benzo[e]pyrrolo[1,2-a][1,4]diazepin-8-yloxy)propoxy)-5-oxo-5,11a-dihydro-1H-benzo[e]pyrrolo[1,2-a][1,4]diazepin-2-yl)allylamino)-1-oxopropan-2-ylamino)-3-methyl-1-oxobutan-2-ylcarbamate). Isolated yield 36.4%. RXN SMILES: [CH3:1][O:2][C:3]1[C:59]([O:60][CH2:61][CH2:62][CH2:63][O:64][C:65]2[C:66]([O:92][CH3:93])=[CH:67][C:68]3[C:74](=[O:75])[N:73]4[CH:76]=[C:77](/[CH:79]=[CH:80]/[CH3:81])[CH2:78][C@H:72]4[C:71](=O)[N:70](COCC[Si](C)(C)C)[C:69]=3[CH:91]=2)=[CH:58][C:6]2[N:7](COCC[Si](C)(C)C)[C:8](=O)[C@@H:9]3[CH2:15][C:14](/[CH:16]=[CH:17]/[CH2:18][NH:19][C:20](=[O:48])[C@@H:21]([NH:23][C:24](=[O:47])[C@@H:25]([NH:29][C:30](=[O:46])[O:31][CH2:32][CH:33]4[C:45]5[CH:44]=[CH:43][CH:42]=[CH:41][C:40]=5[C:39]5[C:34]4=[CH:35][CH:36]=[CH:37][CH:38]=5)[CH:26]([CH3:28])[CH3:27])[CH3:22])=[CH:13][N:10]3[C:11](=[O:12])[C:5]=2[CH:4]=1.[Li+].[B-](CC)(CC)CC>C1COCC1.O.CO>[CH3:1][O:2][C:3]1[C:59]([O:60][CH2:61][CH2:62][CH2:63][O:64][C:65]2[C:66]([O:92][CH3:93])=[CH:67][C:68]3[C:74](=[O:75])[N:73]4[CH:76]=[C:77](/[CH:79]=[CH:80]/[CH3:81])[CH2:78][C@H:72]4[CH:71]=[N:70][C:69]=3[CH:91]=2)=[CH:58][C:6]2[N:7]=[CH:8][C@@H:9]3[CH2:15][C:14](/[CH:16]=[CH:17]/[CH2:18][NH:19][C:20](=[O:48])[C@@H:21]([NH:23][C:24](=[O:47])[C@@H:25]([NH:29][C:30](=[O:46])[O:31][CH2:32][CH:33]4[C:45]5[CH:44]=[CH:43][CH:42]=[CH:41][C:40]=5[C:39]5[C:34]4=[CH:35][CH:36]=[CH:37][CH:38]=5)[CH:26]([CH3:28])[CH3:27])[CH3:22])=[CH:13][N:10]3[C:11](=[O:12])[C:5]=2[CH:4]=1 |f:1.2,^1:94|. Reported procedure: SEM Fmoc amine 18c (0.212 g, 0.162 mmol, 1.0 eq.) was solubilised in THF (9.2 mL) and cooled to −78° C. under a nitrogen atmosphere. Super hydride solution (0.330 mL, 0.330 mmol, 2.04 eq.) was added drop wise over 4 minutes. After 45 minutes an aliquot was diluted with water and MeOH for LCMS After stirring for a further 10 mins, the reaction mixture was diluted with water (27 mL) and the cold bath removed. The organic layer was extracted with EtOAc (2×27 mL) and the combined organic extracts wa...